Task: describe an organic reaction: reactants, conditions, products, and yield. Dataset: the Open Reaction Database (ORD), a public repository of structured organic reaction records Reactants: CC1=C(CCNC(C(C(=O)NCCC2=C(C=CC=C2)C)NC([C@H](CC2=CC=CC=C2)SCC2=CC=C(C=C2)OC)=O)=O)C=CC=C1 (N,N′-di-(2-methylphenethyl)-2-((S)-2-(p-methoxybenzylmercapto)-3-phenylpropionylamino)malonamide), C1(=CC=CC=C1)OC (anisole), C(Cl)(Cl)(Cl)Cl (carbon tetrachloride). The reagents and catalysts are C(C)(=O)[O-].[Hg+2].C(C)(=O)[O-] (mercury (II) acetate). Solvent: ClCCl (dichloromethane). Reaction conditions: time 3 hour. Product: CC1=C(CCNC(C(C(=O)NCCC2=C(C=CC=C2)C)NC([C@H](CC2=CC=CC=C2)S)=O)=O)C=CC=C1 (N,N′-di-(2-methylphenethyl)-2-((S)-2-mercapto-3-phenylpropionylamino)malonamide). As a reaction SMILES: [CH3:1][C:2]1[CH:46]=[CH:45][CH:44]=[CH:43][C:3]=1[CH2:4][CH2:5][NH:6][C:7](=[O:42])[CH:8]([NH:21][C:22](=[O:41])[C@@H:23]([S:31]CC1C=CC(OC)=CC=1)[CH2:24][C:25]1[CH:30]=[CH:29][CH:28]=[CH:27][CH:26]=1)[C:9]([NH:11][CH2:12][CH2:13][C:14]1[CH:19]=[CH:18][CH:17]=[CH:16][C:15]=1[CH3:20])=[O:10].C1(OC)C=CC=CC=1.C(Cl)(Cl)(Cl)Cl>ClCCl.C([O-])(=O)C.[Hg+2].C([O-])(=O)C>[CH3:1][C:2]1[CH:46]=[CH:45][CH:44]=[CH:43][C:3]=1[CH2:4][CH2:5][NH:6][C:7](=[O:42])[CH:8]([NH:21][C:22](=[O:41])[C@@H:23]([SH:31])[CH2:24][C:25]1[CH:26]=[CH:27][CH:28]=[CH:29][CH:30]=1)[C:9]([NH:11][CH2:12][CH2:13][C:14]1[CH:19]=[CH:18][CH:17]=[CH:16][C:15]=1[CH3:20])=[O:10] |f:4.5.6|. Procedure details: Combine of N,N′-di-(2-methylphenethyl)-2-((S)-2-(p-methoxybenzylmercapto)-3-phenylpropionylamino)malonamide (0.175 g, 0.274 mmol), mercury (II) acetate (0.108 g, 0.34 mmol), and anisole (0.3 mL) in dichloromethane (10 mL). Cool in an ice bath and degas by repeatedly applying vacuum and filling the vessel with nitrogen. Add trifluoroacetic acid (4 mL). After 3 hours, purge with hydrogen sulfide (gas) for about 10 minutes. Filter and evaporate in vacuo to give a residue. Combine the residue with c...